From a dataset of the Open Reaction Database (ORD), a public repository of structured organic reaction records. describe an organic reaction: reactants, conditions, products, and yield Reactants: CON(C(OC)=O)C=1C(=NC=CC1)Cl (methyl N-methoxy-N-(2-chloropyridin-3-yl)carbamate), ice, CON=C(C)C(C)=NO (2-methoxyimino-3-hydroxyiminobutane), C(C)(C)(C)O (tert-butanol), CC(C)(C)[O-].[K+] (potassium tert-butylate). The solvent is CS(=O)C (dimethyl sulfoxide), CS(=O)C (dimethyl sulfoxide). Conditions: time 1 hour. Yields the product CON(C(OC)=O)C=1C(=NC=CC1)ON=C(C(C)=NOC)C (Methyl N-methoxy-N-[2-(2-methoxyimino-1-methylpropylideneaminooxy)pyridin-3-yl]carbamate). Reaction SMILES: [CH3:1][O:2][N:3]=[C:4]([C:6](=[N:8][OH:9])[CH3:7])[CH3:5].C(O)(C)(C)C.CC([O-])(C)C.[K+].[CH3:21][O:22][N:23]([C:28]1[C:29](Cl)=[N:30][CH:31]=[CH:32][CH:33]=1)[C:24](=[O:27])[O:25][CH3:26]>CS(C)=O>[CH3:21][O:22][N:23]([C:28]1[C:29]([O:9][N:8]=[C:6]([CH3:7])[C:4](=[N:3][O:2][CH3:1])[CH3:5])=[N:30][CH:31]=[CH:32][CH:33]=1)[C:24](=[O:27])[O:25][CH3:26] |f:2.3|. Procedure: At 70° C., a mixture of 1.2 g (9.2 mmol) of 2-methoxyimino-3-hydroxyiminobutane and 25 ml of tert-butanol was treated with 1.03 g (9.2 mmol) of potassium tert-butylate, and the mixture was stirred for 1 hour. The reaction mixture was freed from solvent under reduced pressure at approximately 40° C. The residue was introduced into 15 ml of dimethyl sulfoxide, and 2 g (9.2 mmol) of methyl N-methoxy-N-(2-chloropyridin-3-yl)carbamate, dissolved in 3 ml of dimethyl sulfoxide, were added at 50° C. The... The reactants are CC(=O)N1CCN(C(=O)C=Cc2ccc(Sc3c(Cl)cccc3C=O)c(Cl)c2)CC1, [I-], Ic1ccc2[nH]ccc2c1, [K+], [K+], O=C([O-])[O-], CN(C)C=O, O. The product is CC(=O)N1CCN(C(=O)C=Cc2ccc(Sc3ccc4[nH]ccc4c3)c(Cl)c2)CC1. As a reaction SMILES: [Cl:11][c:12]1[cH:13][cH:14][cH:15][c:16]([CH:17]=[O:18])[c:19]1[S:20][c:21]1[c:22]([Cl:40])[cH:23][c:24]([CH:27]=[CH:28][C:29](=[O:30])[N:31]2[CH2:32][CH2:33][N:34]([C:37]([CH3:38])=[O:39])[CH2:35][CH2:36]2)[cH:25][cH:26]1.[I-:47].[I:1][c:2]1[cH:3][c:4]2[cH:5][cH:6][nH:7][c:8]2[cH:9][cH:10]1.[K+:41].[K+:42].[O-:43][C:44]([O-:45])=[O:46].[O:48]=[CH:49][N:50]([CH3:51])[CH3:52].[OH2:53]>>[c:2]1([S:20][c:21]2[c:22]([Cl:40])[cH:23][c:24]([CH:27]=[CH:28][C:29](=[O:30])[N:31]3[CH2:32][CH2:33][N:34]([C:37]([CH3:38])=[O:39])[CH2:35][CH2:36]3)[cH:25][cH:26]2)[cH:3][c:4]2[cH:5][cH:6][nH:7][c:8]2[cH:9][cH:10]1. The reactants are C1(=CC=CC=C1)C(=NC=1SC(=CC1)S(=O)(=O)N1C[C@@H](NCC1)CC1CCOCC1)C1=CC=CC=C1 (N-(diphenylmethylidene)-5-(((3S)-3-(tetrahydro-2H-pyran-4-ylmethyl)-1-piperazinyl)sulfonyl)-2-thiophenamine), ClC1=NC=C(C=N1)C(C(F)(F)F)(C(F)(F)F)O ((2-chloro-5-pyrimidinyl)-1,1,1,3,3,3-hexafluoro-2-propanol), ClC1=NC=C(C=N1)C(C(F)(F)F)(C(F)(F)F)O ((2-chloro-5-pyrimidinyl)-1,1,1,3,3,3-hexafluoro-2-propanol), CCN(C(C)C)C(C)C (Hünig's base). The solvent is O1CCOCC1 (dioxane). Run at temperature 90 celsius, time 2 hour. The product is NC1=CC=C(S1)S(=O)(=O)N1C[C@@H](N(CC1)C1=NC=C(C=N1)C(C(F)(F)F)(C(F)(F)F)O)CC1CCOCC1 (2-(2-((2S)-4-((5-amino-2-thiophenyl)sulfonyl)-2-(tetrahydro-2H-pyran-4-ylmethyl)-1-piperazinyl)-5-pyrimidinyl)-1,1,1,3,3,3-hexafluoro-2-propanol). The yield is 44.7%. Reaction SMILES: C1(C(C2C=CC=CC=2)=[N:8][C:9]2[S:10][C:11]([S:14]([N:17]3[CH2:22][CH2:21][NH:20][C@@H:19]([CH2:23][CH:24]4[CH2:29][CH2:28][O:27][CH2:26][CH2:25]4)[CH2:18]3)(=[O:16])=[O:15])=[CH:12][CH:13]=2)C=CC=CC=1.Cl[C:37]1[N:42]=[CH:41][C:40]([C:43]([OH:52])([C:48]([F:51])([F:50])[F:49])[C:44]([F:47])([F:46])[F:45])=[CH:39][N:38]=1.CCN(C(C)C)C(C)C>O1CCOCC1>[NH2:8][C:9]1[S:10][C:11]([S:14]([N:17]2[CH2:22][CH2:21][N:20]([C:37]3[N:38]=[CH:39][C:40]([C:43]([OH:52])([C:44]([F:45])([F:46])[F:47])[C:48]([F:50])([F:51])[F:49])=[CH:41][N:42]=3)[C@@H:19]([CH2:23][CH:24]3[CH2:29][CH2:28][O:27][CH2:26][CH2:25]3)[CH2:18]2)(=[O:15])=[O:16])=[CH:12][CH:13]=1. Procedure details: In a 20-mL vial was charged with N-(diphenylmethylidene)-5-(((3S)-3-(tetrahydro-2H-pyran-4-ylmethyl)-1-piperazinyl)sulfonyl)-2-thiophenamine (170 mg, 0.334 mmol)), 2-(2-chloropyrimidin-5-yl)-1,1,1,3,3,3-hexafluoropropan-2-ol (187 mg, 0.667 mmol, Intermediate D), and Hünig's base (175 μL, 1.001 mmol), and dioxane (5 mL). The vial was sealed and heated to 90° C. for 16 h. Afterwards, the mixture was concentrated in vacuo. The crude material was dissolved in THF (20 mL) and 4 N HCl in dioxane (5 mL... The product is FC1=C(C=CC(=C1)F)N1C(CCC1)=O (1-(2,4-difluorophenyl)pyrrolid-2-one). Reagents/catalysts: O (water). RXN SMILES: [F:1][C:2]1[CH:8]=[C:7]([F:9])[CH:6]=[CH:5][C:3]=1[NH2:4].[C:10]1(=O)[O:14][CH2:13][CH2:12][CH2:11]1.C1(C)C=CC(S(O)(=O)=O)=CC=1>O>[F:1][C:2]1[CH:8]=[C:7]([F:9])[CH:6]=[CH:5][C:3]=1[N:4]1[CH2:10][CH2:11][CH2:12][C:13]1=[O:14]. Procedure: A mixture of 64.6 g of 2,4-difluoroaniline, 51.7 g of butyrolactone, 2 g of p-toluenesulphonic acid and a few drops of water is warmed to reflux (100 ° C.) with stirring. The water which forms is removed by distillation via a vigorous stream of nitrogen. During this operation, the internal temperature increases to 162° over the course of 15 hours. After cooling to room temperature, the mixture is diluted with 100 ml of diethyl ether. The ether solution is washed first with 5% strength HCl and th... The reactants are FC1=C(N)C=CC(=C1)F (2,4-difluoroaniline), C1(CCCO1)=O (butyrolactone), C1(=CC=C(C=C1)S(=O)(=O)O)C (p-toluenesulphonic acid). Conditions: temperature 100 celsius. The reactants are alkylated acetamide, CC1(C(NC2=CC(=C(C=C12)NC(C)=O)[N+](=O)[O-])=O)C (N-(3,3-dimethyl-6-nitro-2-oxo-2,3-dihydro-1H-indol-5-yl)-acetamide), C(Cl)Cl.CO (CH2Cl2 MeOH), C(CCC)I (butyl iodide), C(=O)([O-])[O-].[K+].[K+] (K2CO3). Run in Cl (hydrochloric acid), CC(C)O (2-propanol). Yields the product NC=1C=C2C(C(N(C2=CC1[N+](=O)[O-])CCCC)=O)(C)C (5-amino-1-butyl-3,3-dimethyl-6-nitro-1,3-dihydro-indol-2-one). Isolated yield 60.8%. As a reaction SMILES: [CH3:1][C:2]1([CH3:19])[C:10]2[C:5](=[CH:6][C:7]([N+:15]([O-:17])=[O:16])=[C:8]([NH:11]C(=O)C)[CH:9]=2)[NH:4][C:3]1=[O:18].[CH2:20](I)[CH2:21][CH2:22][CH3:23].C([O-])([O-])=O.[K+].[K+].C(Cl)Cl.CO>CC(O)C.Cl>[NH2:11][C:8]1[CH:9]=[C:10]2[C:5](=[CH:6][C:7]=1[N+:15]([O-:17])=[O:16])[N:4]([CH2:20][CH2:21][CH2:22][CH3:23])[C:3](=[O:18])[C:2]2([CH3:1])[CH3:19] |f:2.3.4,5.6|. Procedure: Analogously to general procedure (I) N-(3,3-dimethyl-6-nitro-2-oxo-2,3-dihydro-1H-indol-5-yl)-acetamide (1 g) is alkylated using butyl iodide (1.8 ml; 15.4 mmol) and K2CO3 (2.1 g; 15.2 mmol) at RT for 20 h. After aqueous work-up and flash chromatography on silica gel eluting with CH2Cl2/MeOH (30:1) the alkylated acetamide (0.94 g; 2.93 mmol) is de-acetylated under reflux conditions in 2-propanol (3 ml) and hydrochloric acid (6 N; 11 ml). Pure 5-amino-1-butyl-3,3-dimethyl-6-nitro-1,3-dihydro-indo...